This data is from the Open Reaction Database (ORD), a public repository of structured organic reaction records. The task is: describe an organic reaction: reactants, conditions, products, and yield Reactants: C1(=CC=CC=C1)[C@H](C)NC1=NC=CC(=N1)N1C=NC2=C1C=CC(=C2)OCC2N(CCC2)C(=O)OCC2=CC=CC=C2 (2-[(S)-1-Phenylethylamino]-4-[5-((N-benzyloxycarbonyl-pyrrolidin-2-yl)methoxy)benzimidazol-1-yl]pyrimidine), FC(C(=O)O)(F)F (trifluoroacetic acid). The reagents and catalysts are [OH-].[OH-].[Pd+2] (Pd(OH)2). Run in CO (methanol). Run at time 15 hour. Product: C1(=CC=CC=C1)[C@H](C)NC1=NC=CC(=N1)N1C=NC2=C1C=CC(=C2)OCC2NCCC2 (N-[(1S)-1-phenylethyl]-4-[5-(2-pyrrolidinylmethoxy)-1H-benzimidazol-1-yl]-2-pyrimidinamine). Yield: 84.2%. Reaction SMILES: [C:1]1([C@@H:7]([NH:9][C:10]2[N:15]=[C:14]([N:16]3[C:20]4[CH:21]=[CH:22][C:23]([O:25][CH2:26][CH:27]5[CH2:31][CH2:30][CH2:29][N:28]5C(OCC5C=CC=CC=5)=O)=[CH:24][C:19]=4[N:18]=[CH:17]3)[CH:13]=[CH:12][N:11]=2)[CH3:8])[CH:6]=[CH:5][CH:4]=[CH:3][CH:2]=1.FC(F)(F)C(O)=O>CO.[OH-].[OH-].[Pd+2]>[C:1]1([C@@H:7]([NH:9][C:10]2[N:15]=[C:14]([N:16]3[C:20]4[CH:21]=[CH:22][C:23]([O:25][CH2:26][CH:27]5[CH2:31][CH2:30][CH2:29][NH:28]5)=[CH:24][C:19]=4[N:18]=[CH:17]3)[CH:13]=[CH:12][N:11]=2)[CH3:8])[CH:2]=[CH:3][CH:4]=[CH:5][CH:6]=1 |f:3.4.5|. Procedure: 2-[(S)-1-Phenylethylamino]-4-[5-((N-benzyloxycarbonyl-pyrrolidin-2-yl)methoxy)benzimidazol-1-yl]pyrimidine (11 mg) was dissolved in methanol (1.0 mL) and catalytic Pd(OH)2 and trifluoroacetic acid were added and the resulting suspension was stirred under hydrogen atmosphere for 15 hours. Filtration and evaporation of solvent gave N-[(1S)-1-phenylethyl]-4-[5-(2-pyrrolidinylmethoxy)-1H-benzimidazol-1-yl]-2-pyrimidinamine (7.0 mg). Mass spectrum (ESI) 415.5 (M+1). The reactants are C(CCC)OC1=CC=C(C(=O)N(C2=CC=C(C=C2)N2CC(CC2)NC)C)C=C1 (4-Butoxy-N-methyl-N-[4-(3-methylaminopyrrolidin-1-yl)phenyl]benzamide), C(C)(=O)OC(C)=O (acetic anhydride). The solvent is N1=CC=CC=C1 (pyridine). Product: C(C)(=O)CNC1CN(CC1)C1=CC=C(C=C1)N(C(C1=CC=C(C=C1)OCCCC)=O)C (N-{4-[3-(Acetylmethylamino)pyrrolidin-1-yl]phenyl}-4-butoxy-N-methylbenzamide). Reaction SMILES: [CH2:1]([O:5][C:6]1[CH:28]=[CH:27][C:9]([C:10]([N:12]([CH3:26])[C:13]2[CH:18]=[CH:17][C:16]([N:19]3[CH2:23][CH2:22][CH:21]([NH:24][CH3:25])[CH2:20]3)=[CH:15][CH:14]=2)=[O:11])=[CH:8][CH:7]=1)[CH2:2][CH2:3][CH3:4].[C:29](OC(=O)C)(=[O:31])[CH3:30]>N1C=CC=CC=1>[C:29]([CH2:25][NH:24][CH:21]1[CH2:22][CH2:23][N:19]([C:16]2[CH:17]=[CH:18][C:13]([N:12]([CH3:26])[C:10](=[O:11])[C:9]3[CH:27]=[CH:28][C:6]([O:5][CH2:1][CH2:2][CH2:3][CH3:4])=[CH:7][CH:8]=3)=[CH:14][CH:15]=2)[CH2:20]1)(=[O:31])[CH3:30]. Procedure details: 4-Butoxy-N-methyl-N-[4-(3-methylaminopyrrolidin-1-yl)phenyl]benzamide was mixed with pyridine and acetic anhydride. Volatile fractions were removed after 2 hours. This resulted in the product with the molecular weight of 423.56 (C25H33N3O3); MS (ESI): 424 (M+H+). Reaction SMILES: C(O)(=O)C.CO.[Cl:7][C:8]1[CH:13]=[C:12]([Cl:14])[CH:11]=[C:10]([Cl:15])[C:9]=1[N:16]1[C:20](=[O:21])[CH2:19][C:18]([NH:22][C:23]2[CH:28]=[C:27]([O:29][C:30]3[CH:35]=[CH:34][C:33]([N+:36]([O-])=O)=[CH:32][CH:31]=3)[C:26]([Cl:39])=[CH:25][C:24]=2[Cl:40])=[N:17]1>[Fe].O>[Cl:15][C:10]1[CH:11]=[C:12]([Cl:14])[CH:13]=[C:8]([Cl:7])[C:9]=1[N:16]1[C:20](=[O:21])[CH2:19][C:18]([NH:22][C:23]2[CH:28]=[C:27]([O:29][C:30]3[CH:31]=[CH:32][C:33]([NH2:36])=[CH:34][CH:35]=3)[C:26]([Cl:39])=[CH:25][C:24]=2[Cl:40])=[N:17]1. Reaction conditions: time 10 minute. Product: ClC1=C(C(=CC(=C1)Cl)Cl)N1N=C(CC1=O)NC1=C(C=C(C(=C1)OC1=CC=C(C=C1)N)Cl)Cl (1-(2,4,6-Trichlorophenyl)-3-[2,4-dichloro-5-(4-aminophenoxy)anilino]-2-pyrazolin-5-one). Procedure details: In a solvent mixture of 100 ml of glacial acetic acid, 10 ml of methanol and 10 ml of water was dispersed 10 g of 1-(2,4,6-trichlorophenyl)-3-[2,4-dichloro-5-(4-nitrophenoxy)anilino]-2-pyrazolin-5-one prepared as described in Step (1) above. To the dispersion was added 10 g of iron powder with heating under stirring over a 10 minute period. The reaction mixture was poured into 1 l of water and the precipitate crystallized out was recovered by filtration to obtain 8 g of the desired compound. The yield is 84.5%. The reactants are C(C)(=O)O (acetic acid), CO (methanol), ClC1=C(C(=CC(=C1)Cl)Cl)N1N=C(CC1=O)NC1=C(C=C(C(=C1)OC1=CC=C(C=C1)[N+](=O)[O-])Cl)Cl (1-(2,4,6-trichlorophenyl)-3-[2,4-dichloro-5-(4-nitrophenoxy)anilino]-2-pyrazolin-5-one). Run in O (water), O (water). The reagents and catalysts are [Fe] (iron). The reactants are COC(=O)C=1C(=C2C=C(C(N(C2=CN1)CC=1SC=CN1)=O)C1=CC=CC=C1)O (5-hydroxy-2-oxo-3-phenyl-1-thiazol-2-ylmethyl-1,2-dihydro-[1,7]naphthyridine-6-carboxylic acid methyl ester), NCCC(=O)O (β-alanine), C[O-].[Na+] (NaOMe). Yields the product OC1=C2C=C(C(N(C2=CN=C1C(=O)NCCC(=O)O)CC=1SC=CN1)=O)C1=CC=CC=C1 (3-[(5-Hydroxy-2-oxo-3-phenyl-1-thiazol-2-ylmethyl-1,2-dihydro-[1,7]naphthyridine-6-carbonyl)-amino]-propionic acid). The yield is 36.8%. Reaction SMILES: CO[C:3]([C:5]1[C:6]([OH:28])=[C:7]2[C:12](=[CH:13][N:14]=1)[N:11]([CH2:15][C:16]1[S:17][CH:18]=[CH:19][N:20]=1)[C:10](=[O:21])[C:9]([C:22]1[CH:27]=[CH:26][CH:25]=[CH:24][CH:23]=1)=[CH:8]2)=[O:4].[NH2:29][CH2:30][CH2:31][C:32]([OH:34])=[O:33].C[O-].[Na+]>>[OH:28][C:6]1[C:5]([C:3]([NH:29][CH2:30][CH2:31][C:32]([OH:34])=[O:33])=[O:4])=[N:14][CH:13]=[C:12]2[C:7]=1[CH:8]=[C:9]([C:22]1[CH:23]=[CH:24][CH:25]=[CH:26][CH:27]=1)[C:10](=[O:21])[N:11]2[CH2:15][C:16]1[S:17][CH:18]=[CH:19][N:20]=1 |f:2.3|. Reported procedure: A mixture of 5-hydroxy-2-oxo-3-phenyl-1-thiazol-2-ylmethyl-1,2-dihydro-[1,7]naphthyridine-6-carboxylic acid methyl ester (16 mg, 0.041 mmol), β-alanine (472 mg, 5.3 mmol) and NaOMe solution (8 mL, 4.1 mmol, 0.5 M in MeOH) was refluxed for 16 h. After the mixture was cooled to r.t., the solvent was evaporated in vacuo. The residue was partitioned between EtOAc and water. 1 M HCl was added with vigorous stirring until pH was about 4. The aqueous layer was extracted with additional EtOAc, and the o... The reagents and catalysts are [Pd] (palladium on charcoal). Solvent: C(C)O (ethanol). The yield is 34.0%. Starting materials: C(#N)CCCN(CC[C@@H](C)NC(OC(C)(C)C)=O)CC1=CC=CC=C1 ([3-[(3-cyanopropyl)(phenylmethyl)amino]-1-(R)-methylpropyl]carbamic acid, 1,1-dimethylethyl ester), Cl (hydrochloric acid). Reaction SMILES: [C:1]([CH2:3][CH2:4][CH2:5][N:6](CC1C=CC=CC=1)[CH2:7][CH2:8][C@H:9]([NH:11][C:12](=[O:18])[O:13][C:14]([CH3:17])([CH3:16])[CH3:15])[CH3:10])#[N:2].Cl>C(O)C.[Pd]>[C:1]([CH2:3][CH2:4][CH2:5][NH:6][CH2:7][CH2:8][C@H:9]([NH:11][C:12](=[O:18])[O:13][C:14]([CH3:17])([CH3:16])[CH3:15])[CH3:10])#[N:2]. Procedure: 21 g (60.8.10-3 mol) of [3-[(3-cyanopropyl)(phenylmethyl)amino]-1-(R)-methylpropyl]carbamic acid, 1,1-dimethylethyl ester are dissolved in 400 ml of ethanol, and 0.25 ml of 10M hydrochloric acid is then added, followed by 1.2 g of 5% palladium on charcoal. The mixture is stirred under a hydrogen atmosphere at room temperature and at atmospheric pressure. After a reaction time of 24 hours, the catalyst is filtered off and the filtrate is then concentrated under reduced pressure. The residue is pu... Yields the product C(#N)CCCNCC[C@@H](C)NC(OC(C)(C)C)=O ([3-[(3-Cyanopropyl)amino]-1-(R)-methylpropyl]carbamic Acid, 1,1-dimethylethyl ester), oil. The reactants are CC[O-], CCO, Cl, CCOC(=O)c1cc2c(n1CCN)CC(C)(C)C2, [Na+]. The product is CC1(C)Cc2cc3n(c2C1)CCNC3=O. RXN SMILES: [CH3:21][CH2:22][O-:23].[CH3:24][CH2:25][OH:26].[ClH:1].[NH2:2][CH2:3][CH2:4][n:5]1[c:6]2[c:7]([cH:8][c:9]1[C:10](=[O:11])[O:12][CH2:13][CH3:14])[CH2:15][C:16]([CH3:18])([CH3:19])[CH2:17]2.[Na+:20]>>[NH:2]1[CH2:3][CH2:4][n:5]2[c:6]3[c:7]([cH:8][c:9]2[C:10]1=[O:11])[CH2:15][C:16]([CH3:18])([CH3:19])[CH2:17]3. Starting materials: [Al+3], ClC(Cl)(Cl)Cl, ClCCl, CC(=O)Cl, [Cl-], [Cl-], [Cl-], Clc1ccc(-c2ccccc2)cc1, Cl, O. Product: CC(=O)c1ccc(-c2ccc(Cl)cc2)cc1. As a reaction SMILES: [Al+3:2].[C:27]([Cl:28])([Cl:29])([Cl:30])[Cl:31].[CH2:24]([Cl:25])[Cl:26].[CH3:18][C:19]([Cl:20])=[O:21].[Cl-:1].[Cl-:3].[Cl-:4].[Cl:5][c:6]1[cH:7][cH:8][c:9](-[c:12]2[cH:13][cH:14][cH:15][cH:16][cH:17]2)[cH:10][cH:11]1.[ClH:22].[OH2:23]>>[Cl:5][c:6]1[cH:7][cH:8][c:9](-[c:12]2[cH:13][cH:14][c:15]([C:19]([CH3:18])=[O:21])[cH:16][cH:17]2)[cH:10][cH:11]1.